Dataset: the Open Reaction Database (ORD), a public repository of structured organic reaction records. Task: describe an organic reaction: reactants, conditions, products, and yield Reactants: [NH4+] (ammonium), BrC=1SC=CC1C1=NC=2C(=NC=C(C2)C(F)(F)F)N1C (2-(2-bromothiophen-3-yl)-3-methyl-6-trifluoromethyl-3H-imidazo[4,5-b]pyridine), [Na].C(C)S (ethyl mercaptan sodium salt), CN1C(CCC1)=O (N-methylpyrrolidinone). The reagents and catalysts are [Cu](I)I (copper iodide). The solvent is O (Water). Run at temperature 70 celsius, time 4 hour. Yields the product C(C)SC=1SC=CC1C1=NC=2C(=NC=C(C2)C(F)(F)F)N1C (2-(2-ethylthiothiophen-3-yl)-3-methyl-6-trifluoromethyl-3H-imidazo[4,5-b]pyridine). Yield: 43.9%. RXN SMILES: Br[C:2]1[S:3][CH:4]=[CH:5][C:6]=1[C:7]1[N:19]([CH3:20])[C:10]2=[N:11][CH:12]=[C:13]([C:15]([F:18])([F:17])[F:16])[CH:14]=[C:9]2[N:8]=1.[Na].[CH2:22]([SH:24])[CH3:23].CN1CCCC1=O.[NH4+]>[Cu](I)I.O>[CH2:22]([S:24][C:2]1[S:3][CH:4]=[CH:5][C:6]=1[C:7]1[N:19]([CH3:20])[C:10]2=[N:11][CH:12]=[C:13]([C:15]([F:18])([F:17])[F:16])[CH:14]=[C:9]2[N:8]=1)[CH3:23] |f:1.2,^1:20|. Reported procedure: A mixture of 0.72 g of 2-(2-bromothiophen-3-yl)-3-methyl-6-trifluoromethyl-3H-imidazo[4,5-b]pyridine, 0.25 g of ethyl mercaptan sodium salt (80%), 0.08 g of copper iodide and 4 ml of N-methylpyrrolidinone was stirred at 70° C. for 4 hours. Water and aqueous ammonium (28%) were poured into the reaction mixture, and the mixture was extracted with ethyl acetate. The combined organic layers were dried over anhydrous sodium sulfate and then concentrated under reduced pressure. The resulting residue w...